This data is from the Open Reaction Database (ORD), a public repository of structured organic reaction records. The task is: describe an organic reaction: reactants, conditions, products, and yield Reactants: ClC=1C=NC(=C(C(=O)O)C1)N1CC(C1)NC1=CC(=CC=C1)C(F)(F)F (5-chloro-2-(3-((3-(trifluoromethyl)phenyl)amino)azetidin-1-yl)nicotinic acid), Cl.NC1(CC1)C1=CC=C(C(=O)OC)C=C1 (methyl 4-(1-aminocyclopropyl)benzoate hydrochloride). Yields the product ClC=1C=NC(=C(C(=O)NC2(CC2)C2=CC=C(C(=O)OC)C=C2)C1)N1CC(C1)NC1=CC(=CC=C1)C(F)(F)F (methyl 4-(1-(5-chloro-2-(3-((3-(trifluoromethyl)phenyl)amino)azetidin-1-yl)nicotinamido)cyclopropyl)benzoate). The yield is 23.1%. RXN SMILES: [Cl:1][C:2]1[CH:3]=[N:4][C:5]([N:11]2[CH2:14][CH:13]([NH:15][C:16]3[CH:21]=[CH:20][CH:19]=[C:18]([C:22]([F:25])([F:24])[F:23])[CH:17]=3)[CH2:12]2)=[C:6]([CH:10]=1)[C:7](O)=[O:8].Cl.[NH2:27][C:28]1([C:31]2[CH:40]=[CH:39][C:34]([C:35]([O:37][CH3:38])=[O:36])=[CH:33][CH:32]=2)[CH2:30][CH2:29]1>>[Cl:1][C:2]1[CH:3]=[N:4][C:5]([N:11]2[CH2:12][CH:13]([NH:15][C:16]3[CH:21]=[CH:20][CH:19]=[C:18]([C:22]([F:24])([F:23])[F:25])[CH:17]=3)[CH2:14]2)=[C:6]([CH:10]=1)[C:7]([NH:27][C:28]1([C:31]2[CH:40]=[CH:39][C:34]([C:35]([O:37][CH3:38])=[O:36])=[CH:33][CH:32]=2)[CH2:30][CH2:29]1)=[O:8] |f:1.2|. Procedure: The title compound (D165) (17 mg) was prepared according to the experimental procedure described in Description 144 starting from 5-chloro-2-(3-((3-(trifluoromethyl)phenyl)amino)azetidin-1-yl)nicotinic acid (D115) (50 mg, 0.135 mmol) and methyl 4-(1-aminocyclopropyl)benzoate (D7) (30.62 mg, 0.135 mmol). Reactants: CI, CC(C)=O, NC(=S)NC1c2ccccc2-c2ccccc21. The product is I, CSC(=N)NC1c2ccccc2-c2ccccc21. As a reaction SMILES: [CH3:18][I:19].[CH3:20][C:21](=[O:22])[CH3:23].[cH:1]1[cH:2][cH:3][cH:4][c:5]2[c:13]1[CH:12]([NH:14][C:15](=[S:16])[NH2:17])[c:11]1[c:6]-2[cH:7][cH:8][cH:9][cH:10]1>>[IH:19].[cH:1]1[cH:2][cH:3][cH:4][c:5]2[c:13]1[CH:12]([NH:14][C:15]([S:16][CH3:18])=[NH:17])[c:11]1[c:6]-2[cH:7][cH:8][cH:9][cH:10]1. Starting materials: C1CCC2=NCCCN2CC1, COCCO, COCCOC, CS(=O)(=O)c1nc(N)nc(-c2ccco2)c1C#N. Product: COCCOc1nc(N)nc(-c2ccco2)c1C#N. Reaction SMILES: [CH2:24]1[CH2:25][CH2:26][C:27]2=[N:32][CH2:31][CH2:30][CH2:29][N:28]2[CH2:33][CH2:34]1.[CH3:19][O:20][CH2:21][CH2:22][OH:23].[CH3:35][O:36][CH2:37][CH2:38][O:39][CH3:40].[NH2:1][c:2]1[n:3][c:4]([S:15]([CH3:16])(=[O:17])=[O:18])[c:5]([C:13]#[N:14])[c:6](-[c:8]2[o:9][cH:10][cH:11][cH:12]2)[n:7]1>>[NH2:1][c:2]1[n:3][c:4]([O:23][CH2:22][CH2:21][O:20][CH3:19])[c:5]([C:13]#[N:14])[c:6](-[c:8]2[o:9][cH:10][cH:11][cH:12]2)[n:7]1. Starting materials: COC(COC=1C2=C(N=C(N1)SC)N(C(=C2)CC)CC2=C(C=CC=C2)C(F)(F)F)=O ([[2-(methylthio)-6-ethyl-7-[[2-(trifluoromethyl)phenyl]methyl]-7H-pyrrolo[2,3-d]pyrimidin-4-yl]oxy]acetic acid methyl ester), C(C(=O)Cl)(=O)Cl (oxalyl chloride), C(C(=O)Cl)(=O)Cl (oxalyl chloride), N1=CC=CC=C1 (pyridine). The solvent is C(Cl)(Cl)Cl (chloroform). The product is COC(COC=1C2=C(N=C(N1)SC)N(C(=C2C(C(=O)N)=O)CC)CC2=C(C=CC=C2)C(F)(F)F)=O ([[2-(methylthio)-5-(aminooxoacetyl)-6-ethyl-7-[[2-(trifluoromethyl)phenyl]methyl]-7H-pyrrolo[2,3-d]pyrimidin-4-yl]oxy]acetic acid methyl ester). Yield: 22.0%. As a reaction SMILES: [CH3:1][O:2][C:3](=[O:30])[CH2:4][O:5][C:6]1[C:7]2[CH:16]=[C:15]([CH2:17][CH3:18])[N:14]([CH2:19][C:20]3[CH:25]=[CH:24][CH:23]=[CH:22][C:21]=3[C:26]([F:29])([F:28])[F:27])[C:8]=2[N:9]=[C:10]([S:12][CH3:13])[N:11]=1.[C:31](Cl)(=[O:35])[C:32](Cl)=[O:33].[N:37]1C=CC=CC=1>C(Cl)(Cl)Cl>[CH3:1][O:2][C:3](=[O:30])[CH2:4][O:5][C:6]1[C:7]2[C:16]([C:31](=[O:35])[C:32]([NH2:37])=[O:33])=[C:15]([CH2:17][CH3:18])[N:14]([CH2:19][C:20]3[CH:25]=[CH:24][CH:23]=[CH:22][C:21]=3[C:26]([F:28])([F:29])[F:27])[C:8]=2[N:9]=[C:10]([S:12][CH3:13])[N:11]=1. Procedure details: To a solution of 256 mg (0.582 mmol) of [[2-(methylthio)-6-ethyl-7-[[2-(trifluoromethyl)phenyl]methyl]-7H-pyrrolo[2,3-d]pyrimidin-4-yl]oxy]acetic acid methyl ester in 9 mL of chloroform was added 0.15 mL of oxalyl chloride followed by 0.07 mL of pyridine. The reaction was stirred at ambient temperature and was monitored by nmr for conversion to product. Additional oxalyl chloride (0.200 mL) was added in portions over 3 days. The reaction was quenched into 4.0 mL of dilute ammonium hydroxide and ... The reactants are N1C[C@H](CC1)NC(OC(C)(C)C)=O ((S)-tert-butyl pyrrolidin-3-ylcarbamate), FC(C=1C=C(C=O)C=CC1)(F)F (3-(trifluoromethyl)benzaldehyde), C(C)(=O)O[BH-](OC(C)=O)OC(C)=O.[Na+] (sodium triacetoxyborohydride). Run in ClCCl (dichloromethane), ClCCl (dichloromethane). Reaction conditions: time 16 hour. Yields the product FC(C=1C=C(CN2C[C@H](CC2)NC(OC(C)(C)C)=O)C=CC1)(F)F ((S)-tert-butyl 1-(3-(trifluoromethyl)benzyl)pyrrolidin-3-ylcarbamate). Reaction SMILES: [NH:1]1[CH2:5][CH2:4][C@H:3]([NH:6][C:7](=[O:13])[O:8][C:9]([CH3:12])([CH3:11])[CH3:10])[CH2:2]1.[F:14][C:15]([F:25])([F:24])[C:16]1[CH:17]=[C:18]([CH:21]=[CH:22][CH:23]=1)[CH:19]=O.C(O[BH-](OC(=O)C)OC(=O)C)(=O)C.[Na+]>ClCCl>[F:14][C:15]([F:24])([F:25])[C:16]1[CH:17]=[C:18]([CH:21]=[CH:22][CH:23]=1)[CH2:19][N:1]1[CH2:5][CH2:4][C@H:3]([NH:6][C:7](=[O:13])[O:8][C:9]([CH3:10])([CH3:12])[CH3:11])[CH2:2]1 |f:2.3|. Procedure: To a solution of (S)-tert-butyl pyrrolidin-3-ylcarbamate (0.25 g, 1.34 mmol) in dichloromethane (10 mL) was added 3-(trifluoromethyl)benzaldehyde (0.3 g, 1.745 mmol) and sodium triacetoxyborohydride (0.43 g, 2.01 mmol). The mixture was stirred at room temperature for 16 hours. Then the reaction mixture was diluted with dichloromethane and washed with NaHCO3 solution. The organic layer was dried with MgSO4, concentrated, and purified by flash chromatography, eluting with 50% ethyl acetate/hexane ... Reactants: COC(CCC1=CC(=CC=C1)CNCC1=CC2=C(OCCO2)C=C1)=O (3-(3-{[(2,3-dihydro-benzo[1,4]dioxin-6-ylmethyl)-amino]-methyl}-phenyl)-propionic acid methyl ester), Cl.N1=C(C=CC=C1)S(=O)(=O)Cl (pyridine-2-sulfonyl chloride hydrochloride), Ester. Run in C(C)N(CC)CC (triethylamine). Product: COC(CCC1=CC(=CC=C1)CN(S(=O)(=O)C1=NC=CC=C1)CC1=CC2=C(OCCO2)C=C1)=O (3-(3-{[(2,3-Dihydro-benzo[1,4]dioxin-6-ylmethyl)-(pyridine-2-sulfonyl)-amino]-methyl}-phenyl)-propionic acid methyl ester). Reaction SMILES: [CH3:1][O:2][C:3](=[O:25])[CH2:4][CH2:5][C:6]1[CH:11]=[CH:10][CH:9]=[C:8]([CH2:12][NH:13][CH2:14][C:15]2[CH:24]=[CH:23][C:18]3[O:19][CH2:20][CH2:21][O:22][C:17]=3[CH:16]=2)[CH:7]=1.Cl.[N:27]1[CH:32]=[CH:31][CH:30]=[CH:29][C:28]=1[S:33](Cl)(=[O:35])=[O:34]>C(N(CC)CC)C>[CH3:1][O:2][C:3](=[O:25])[CH2:4][CH2:5][C:6]1[CH:11]=[CH:10][CH:9]=[C:8]([CH2:12][N:13]([CH2:14][C:15]2[CH:24]=[CH:23][C:18]3[O:19][CH2:20][CH2:21][O:22][C:17]=3[CH:16]=2)[S:33]([C:28]2[CH:29]=[CH:30][CH:31]=[CH:32][N:27]=2)(=[O:35])=[O:34])[CH:7]=1 |f:1.2|. Procedure details: The title compound of Step A was prepared following the method described in Step B of Example 1 from 3-(3-{[(2,3-dihydro-benzo[1,4]dioxin-6-ylmethyl)-amino]-methyl}-phenyl)-propionic acid methyl ester, prepared in Step A of Example 12n, and pyridine-2-sulfonyl chloride hydrochloride, of Preparation 47, using triethylamine in place of N,N-diisopropylethylamine. 1H NMR (400 MHz, CDCl3) δ 8.66 (m, 1H), 7.95 (d, 1H), 7.85 (m, 1H), 7.45 (m, 1H), 7.15-6.91 (m, 4H), 6.68-6.54 (m, 3H), 4.45 (s, 2H), 4.3... Reactants: C(C1=CC=CC=C1)S (benzyl mercaptan), CC1(C2=C(C(=CC=C2)P(C3=CC=CC=C3)C4=CC=CC=C4)OC5=C(C=CC=C51)P(C6=CC=CC=C6)C7=CC=CC=C7)C (Xantphos), BrC1=CC=C2C(=NC(=NC2=C1)C)C1=C(C=C(C=C1)C(F)(F)F)OC (7-bromo-4-(2-methoxy-4-(trifluoromethyl)phenyl)-2-methylquinazoline), CCN(C(C)C)C(C)C (n,n-diisopropylethylamine). The product is C(C1=CC=CC=C1)SC1=CC=C2C(=NC(=NC2=C1)C)C1=C(C=C(C=C1)C(F)(F)F)OC (7-(BENZYLTHIO)-4-(2-METHOXY-4-(TRIFLUOROMETHYL)PHENYL)-2-METHYLQUINAZOLINE). Procedure details: A solution of Pd2(dba)3 (0.046 g, 0.050 mmol), Xantphos (0.058 g, 0.100 mmol), 7-bromo-4-(2-methoxy-4-(trifluoromethyl)phenyl)-2-methylquinazoline (0.797 g, 2.007 mmol), and n,n-diisopropylethylamine (1.051 ml, 6.02 mmol) in 10 mL dioxane was heated to 60° C. and was treated with benzyl mercaptan (0.237 ml, 2.007 mmol). After stirring for one hour, LC/MS showed mostly product, so the reaction mixture was concentrated. This material was carried on to step 3 without purification. (M+H)+=441.0. RXN SMILES: CC1(C)C2C(=C(P(C3C=CC=CC=3)C3C=CC=CC=3)C=CC=2)OC2C(P(C3C=CC=CC=3)C3C=CC=CC=3)=CC=CC1=2.Br[C:44]1[CH:53]=[C:52]2[C:47]([C:48]([C:55]3[CH:60]=[CH:59][C:58]([C:61]([F:64])([F:63])[F:62])=[CH:57][C:56]=3[O:65][CH3:66])=[N:49][C:50]([CH3:54])=[N:51]2)=[CH:46][CH:45]=1.CCN(C(C)C)C(C)C.[CH2:76]([SH:83])[C:77]1[CH:82]=[CH:81][CH:80]=[CH:79][CH:78]=1>O1CCOCC1.C1C=CC(/C=C/C(/C=C/C2C=CC=CC=2)=O)=CC=1.C1C=CC(/C=C/C(/C=C/C2C=CC=CC=2)=O)=CC=1.C1C=CC(/C=C/C(/C=C/C2C=CC=CC=2)=O)=CC=1.[Pd].[Pd]>[CH2:76]([S:83][C:44]1[CH:53]=[C:52]2[C:47]([C:48]([C:55]3[CH:60]=[CH:59][C:58]([C:61]([F:64])([F:63])[F:62])=[CH:57][C:56]=3[O:65][CH3:66])=[N:49][C:50]([CH3:54])=[N:51]2)=[CH:46][CH:45]=1)[C:77]1[CH:82]=[CH:81][CH:80]=[CH:79][CH:78]=1 |f:5.6.7.8.9|. The reagents and catalysts are C=1C=CC(=CC1)/C=C/C(=O)/C=C/C2=CC=CC=C2.C=1C=CC(=CC1)/C=C/C(=O)/C=C/C2=CC=CC=C2.C=1C=CC(=CC1)/C=C/C(=O)/C=C/C2=CC=CC=C2.[Pd].[Pd] (Pd2(dba)3). Conditions: time 1 hour. The solvent is O1CCOCC1 (dioxane).